This data is from the Open Reaction Database (ORD), a public repository of structured organic reaction records. The task is: describe an organic reaction: reactants, conditions, products, and yield Starting materials: CCC(CCc1nnc(-c2ccc(C(=O)OC)cc2)o1)c1ccccc1, [Li+], [OH-]. Product: CCC(CCc1nnc(-c2ccc(C(=O)O)cc2)o1)c1ccccc1. As a reaction SMILES: [CH3:1][O:2][C:3]([c:4]1[cH:5][cH:6][c:7](-[c:10]2[o:11][c:12]([CH2:15][CH2:16][CH:17]([CH2:18][CH3:19])[c:20]3[cH:21][cH:22][cH:23][cH:24][cH:25]3)[n:13][n:14]2)[cH:8][cH:9]1)=[O:26].[Li+:27].[OH-:28]>>[O:2]=[C:3]([c:4]1[cH:5][cH:6][c:7](-[c:10]2[o:11][c:12]([CH2:15][CH2:16][CH:17]([CH2:18][CH3:19])[c:20]3[cH:21][cH:22][cH:23][cH:24][cH:25]3)[n:13][n:14]2)[cH:8][cH:9]1)[OH:26]. Reactants: C1=CC=CC=2C3=CC=CC=C3C(C12)COC(=O)N[C@H](C(=O)OC(C)(C)C)CC=1C=NC=NC1C1=C(C=CC=C1)C ((2S)-tert-butyl 2-(((9H-fluoren-9-yl)methoxy)carbonylamino)-3-(6-o-tolylpyrimidin-5-yl)propanoate), [Cl-].[Ca+2].[Cl-] (calcium chloride). Solvent: C(=O)(C(F)(F)F)O (TFA). Reaction conditions: time 4 hour. Yields the product Cl.C1=CC=CC=2C3=CC=CC=C3C(C12)COC(=O)N[C@H](C(=O)O)CC=1C=NC=NC1C1=C(C=CC=C1)C ((2S)-2-(((9H-Fluoren-9-yl)methoxy)carbonylamino)-3-(6-o-tolylpyrimidin-5-yl)propanoic acid hydrochloride). Isolated yield 99.0%. Reaction SMILES: [CH:1]1[C:13]2[CH:12]([CH2:14][O:15][C:16]([NH:18][C@@H:19]([CH2:27][C:28]3[CH:29]=[N:30][CH:31]=[N:32][C:33]=3[C:34]3[CH:39]=[CH:38][CH:37]=[CH:36][C:35]=3[CH3:40])[C:20]([O:22]C(C)(C)C)=[O:21])=[O:17])[C:11]3[C:6](=[CH:7][CH:8]=[CH:9][CH:10]=3)[C:5]=2[CH:4]=[CH:3][CH:2]=1.[Cl-:41].[Ca+2].[Cl-]>C(O)(C(F)(F)F)=O>[ClH:41].[CH:10]1[C:11]2[CH:12]([CH2:14][O:15][C:16]([NH:18][C@@H:19]([CH2:27][C:28]3[CH:29]=[N:30][CH:31]=[N:32][C:33]=3[C:34]3[CH:39]=[CH:38][CH:37]=[CH:36][C:35]=3[CH3:40])[C:20]([OH:22])=[O:21])=[O:17])[C:13]3[C:5](=[CH:4][CH:3]=[CH:2][CH:1]=3)[C:6]=2[CH:7]=[CH:8][CH:9]=1 |f:1.2.3,5.6|. Reported procedure: A solution of 220 mg (0.41 mmol) of (2S)-tert-butyl 2-(((9H-fluoren-9-yl)methoxy)carbonylamino)-3-(6-o-tolylpyrimidin-5-yl)propanoate in TFA (2.1 mL), protected from the atmosphere by a calcium chloride-filled drying tube was stirred at room temperature for 4 hours. The reaction mixture was concentrated in vacuo at less than 40° C. and the resulting orange oil was redissolved in toluene twice and evaporated to give the title compound as a white powder, 195 mg, 99% yield. Reactants: C(CCC)[Li] (butyllithium), COP(OC)(=O)C (methanephosphonic acid dimethyl ester), C(C)(=O)O (acetic acid), C(C)OC(C(CC=C(C)C)C)=O (2,5-dimethyl-4-hexenoic acid ethyl ester). Solvent: CCCCCC (hexane), O1CCCC1 (tetrahydrofuran), O1CCCC1 (tetrahydrofuran). Conditions: time 15 minute. Yields the product COP(OC)(=O)CC(C(CC=C(C)C)C)=O (Dimethyl(2-oxo-3,6-dimethyl-5-heptenyl)phosphonate). Isolated yield 64.4%. RXN SMILES: C([Li])CCC.[CH3:6][O:7][P:8]([CH3:12])(=[O:11])[O:9][CH3:10].C([O:15][C:16](=O)[CH:17]([CH3:23])[CH2:18][CH:19]=[C:20]([CH3:22])[CH3:21])C.C(O)(=O)C>CCCCCC.O1CCCC1>[CH3:6][O:7][P:8]([CH2:12][C:16](=[O:15])[CH:17]([CH3:23])[CH2:18][CH:19]=[C:20]([CH3:22])[CH3:21])(=[O:11])[O:9][CH3:10]. Procedure: Under argon at-60° C., 474.7 ml of a 1.61-molar butyllithium solution in hexane is added dropwise to a solution of 59 g of methanephosphonic acid dimethyl ester in 400 ml of absolute tetrahydrofuran. After 15 minutes of agitation, a solution of 34.05 g of the 2,5-dimethyl-4-hexenoic acid ethyl ester described in Example 27(b) in 100 ml of absolute tetrahydrofuran is added dropwise thereto. The reaction mixture is allowed to warm up to room temperature within 4 hours and then stirred for another ... Reactants: C1(=CC=CC=C1)OC (anisole), C1(CCC(=O)O1)=O (succinic anhydride), [Cl-].[Al+3].[Cl-].[Cl-] (aluminum chloride). The product is title compound, COC1=CC=C(C=C1)C(CCC(=O)O)=O (4-(4-methoxyphenyl)-4-oxo-butanoic acid). Isolated yield 84.6%. RXN SMILES: [C:1]1([O:7][CH3:8])[CH:6]=[CH:5][CH:4]=[CH:3][CH:2]=1.[C:9]1(=[O:15])[O:14][C:12](=[O:13])[CH2:11][CH2:10]1.[Cl-].[Al+3].[Cl-].[Cl-]>>[CH3:8][O:7][C:1]1[CH:6]=[CH:5][C:4]([C:9](=[O:15])[CH2:10][CH2:11][C:12]([OH:14])=[O:13])=[CH:3][CH:2]=1 |f:2.3.4.5|. Reported procedure: The title compound was prepared from anisole (11 g, 102 mmol) and succinic anhydride (i2 g, 120 m mol) in presence of anhydrous aluminum chloride (30 g) by the same method as described for 2 above to furnish 4-(4-methoxyphenyl)-4-oxo-butanoic acid in 84.6% yield, which on purification and crystallization from methanol/ethyl acetate (1:9) produced white crystals of 3, mp142–43° C., analyzed for C11,H12, O4 (found C64.21, H5.86; requires C63.45, H5.80%). Reactants: 2.9, Cl.C(C)OC=1C=2C(N=CC1C(=O)OCC)=NN(C2)C (4-ethoxy-2-methyl-2H-pyrazolo[3,4-b]-pyridine-5-carboxylic acid, ethyl ester, hydrochloride), CN(CCCN)C ((3-dimethylaminopropyl)amine). Yields the product CN(CCCNC=1C=2C(N=CC1C(=O)OCC)=NN(C2)C)C (4-[(3-Dimethylaminopropyl)amino]-2-methyl-2H-pyrazolo[3,4-b]-pyridine-5-carboxylic acid, ethyl ester). Reaction SMILES: Cl.C(O[C:5]1[C:6]2[C:7](=[N:16][N:17]([CH3:19])[CH:18]=2)[N:8]=[CH:9][C:10]=1[C:11]([O:13][CH2:14][CH3:15])=[O:12])C.[CH3:20][N:21]([CH3:26])[CH2:22][CH2:23][CH2:24][NH2:25]>>[CH3:20][N:21]([CH3:26])[CH2:22][CH2:23][CH2:24][NH:25][C:5]1[C:6]2[C:7](=[N:16][N:17]([CH3:19])[CH:18]=2)[N:8]=[CH:9][C:10]=1[C:11]([O:13][CH2:14][CH3:15])=[O:12] |f:0.1|. Procedure: 2.9 (0.01 mole) of 4-ethoxy-2-methyl-2H-pyrazolo[3,4-b]-pyridine-5-carboxylic acid, ethyl ester, hydrochloride from Example 2 and 10 ml. of (3-dimethylaminopropyl)amine are refluxed for 3 hours. The excess of amine is removed in vacuo and the residue is treated with 10 ml. of cold water. 2.3 g. of 4-[(3-dimethylaminopropyl)amino]-2-methyl-2H-pyrazolo[3,4-b]-pyridine-5-carboxylic acid, ethyl ester; m.p. 61°-63° (methanol/water); is removed by filtration. Reactants: CCOC(=O)C(=Cc1ccc(OCc2nc(-c3ccccc3)oc2C)cc1C)OCC, [Na+], [OH-]. Product: CCOC(=Cc1ccc(OCc2nc(-c3ccccc3)oc2C)cc1C)C(=O)O. RXN SMILES: [CH2:1]([CH3:2])[O:3][C:4]([C:5](=[CH:6][c:7]1[c:8]([CH3:27])[cH:9][c:10]([O:13][CH2:14][c:15]2[n:16][c:17](-[c:21]3[cH:22][cH:23][cH:24][cH:25][cH:26]3)[o:18][c:19]2[CH3:20])[cH:11][cH:12]1)[O:28][CH2:29][CH3:30])=[O:31].[Na+:33].[OH-:32]>>[O:3]=[C:4]([C:5](=[CH:6][c:7]1[c:8]([CH3:27])[cH:9][c:10]([O:13][CH2:14][c:15]2[n:16][c:17](-[c:21]3[cH:22][cH:23][cH:24][cH:25][cH:26]3)[o:18][c:19]2[CH3:20])[cH:11][cH:12]1)[O:28][CH2:29][CH3:30])[OH:31]. Starting materials: BrC1=CC=C(C(=N1)C(=O)O)F (6-bromo-3-fluoropicolinic acid), C(C1=CC=CC=C1)OC1=CC(=C(C=C1)B(O)O)F (4-(benzyloxy)-2-fluorophenylboronic acid). Reagents/catalysts: C1=CC=C(C=C1)P([C-]2C=CC=C2)C3=CC=CC=C3.C1=CC=C(C=C1)P([C-]2C=CC=C2)C3=CC=CC=C3.Cl[Pd]Cl.[Fe+2].C(Cl)Cl (Pd(dppf)Cl2 DCM). The product is C(C1=CC=CC=C1)OC1=CC(=C(C=C1)C1=CC=C(C(=N1)C(=O)O)F)F (6-(4-(benzyloxy)-2-fluorophenyl)-3-fluoropicolinic acid). Yield: 41.0%. RXN SMILES: Br[C:2]1[N:7]=[C:6]([C:8]([OH:10])=[O:9])[C:5]([F:11])=[CH:4][CH:3]=1.[CH2:12]([O:19][C:20]1[CH:25]=[CH:24][C:23](B(O)O)=[C:22]([F:29])[CH:21]=1)[C:13]1[CH:18]=[CH:17][CH:16]=[CH:15][CH:14]=1>C1C=CC(P(C2C=CC=CC=2)[C-]2C=CC=C2)=CC=1.C1C=CC(P(C2C=CC=CC=2)[C-]2C=CC=C2)=CC=1.Cl[Pd]Cl.[Fe+2].C(Cl)Cl>[CH2:12]([O:19][C:20]1[CH:25]=[CH:24][C:23]([C:2]2[N:7]=[C:6]([C:8]([OH:10])=[O:9])[C:5]([F:11])=[CH:4][CH:3]=2)=[C:22]([F:29])[CH:21]=1)[C:13]1[CH:14]=[CH:15][CH:16]=[CH:17][CH:18]=1 |f:2.3.4.5.6|. Procedure: Method 1 was followed using 6-bromo-3-fluoropicolinic acid (1.0 equiv.) and 4-(benzyloxy)-2-fluorophenylboronic acid (1.3 equiv.) and Pd(dppf)Cl2-DCM (0.15 equiv.) to give 6-(4-(benzyloxy)-2-fluorophenyl)-3-fluoropicolinic acid in 41% yield. LC/MS=342.1 (M+H), Rt=1.06 min. Starting materials: C(C)(C)(C)ON=C1C=C(OC2=CC(=CC=C12)Br)C=1N=CC2=CC=CC=C2C1 (7-bromo-2-isoquinolin-3-yl-chromen-4-one O-tert-butyl oxime), solution. The reagents and catalysts are [Ti](Cl)(Cl)(Cl)Cl (titanium tetrachloride). The solvent is ClCCl (dichloromethane). The product is BrC1=CC=C2C(C=C(OC2=C1)C=1N=CC2=CC=CC=C2C1)=NO (7-bromo-2-isoquinolin-3-yl-chromen-4-one oxime). The yield is 43.6%. As a reaction SMILES: C([O:5][N:6]=[C:7]1[C:16]2[C:11](=[CH:12][C:13]([Br:17])=[CH:14][CH:15]=2)[O:10][C:9]([C:18]2[N:19]=[CH:20][C:21]3[C:26]([CH:27]=2)=[CH:25][CH:24]=[CH:23][CH:22]=3)=[CH:8]1)(C)(C)C>ClCCl.[Ti](Cl)(Cl)(Cl)Cl>[Br:17][C:13]1[CH:12]=[C:11]2[C:16]([C:7](=[N:6][OH:5])[CH:8]=[C:9]([C:18]3[N:19]=[CH:20][C:21]4[C:26]([CH:27]=3)=[CH:25][CH:24]=[CH:23][CH:22]=4)[O:10]2)=[CH:15][CH:14]=1. Procedure details: 7-bromo-2-isoquinolin-3-yl-chromen-4-one oxime was prepared using the method D, (step 2) illustrated in example 1C. 7-bromo-2-isoquinolin-3-yl-chromen-4-one O-tert-butyl oxime (150 mg, 0.35 mmol) was treated with a 1M solution of titanium tetrachloride (1.1 ml, 1.1 mmol) in dichloromethane (7.5 ml) to yield 7-bromo-2-isoquinolin-3-yl-chromen-4-one oxime (56 mg, 37%) as a beige solid after recrystallization in hot chloroform. The product was isolated as a 90/10 mixture of Z/E oxime isomers. The reactants are Brc1ccc2ccsc2c1, CC(=O)Cl, ClCCCl, Cl[Sn](Cl)(Cl)Cl. The product is CC(=O)c1csc2cc(Br)ccc12. As a reaction SMILES: [Br:1][c:2]1[cH:3][c:4]2[c:5]([cH:6][cH:7][s:8]2)[cH:9][cH:10]1.[CH3:11][C:12]([Cl:13])=[O:14].[Cl:20][CH2:21][CH2:22][Cl:23].[Sn:15]([Cl:16])([Cl:17])([Cl:18])[Cl:19]>>[Br:1][c:2]1[cH:3][c:4]2[c:5]([c:6]([C:12]([CH3:11])=[O:14])[cH:7][s:8]2)[cH:9][cH:10]1. As a reaction SMILES: C([N:4]1[CH2:9][CH2:8][N:7]([C:10]2[N:11]=[CH:12][C:13]3[C:19](=[O:20])[C:18]([C:21]([O:23]CC)=[O:22])=[CH:17][N:16]([CH2:26][CH3:27])[C:14]=3[N:15]=2)[CH2:6][CH2:5]1)(=O)C.C(O)(=O)C>[OH-].[Na+]>[CH2:26]([N:16]1[C:14]2[N:15]=[C:10]([N:7]3[CH2:6][CH2:5][NH:4][CH2:9][CH2:8]3)[N:11]=[CH:12][C:13]=2[C:19](=[O:20])[C:18]([C:21]([OH:23])=[O:22])=[CH:17]1)[CH3:27] |f:2.3|. Reactants: C(C)(=O)N1CCN(CC1)C=1N=CC2=C(N1)N(C=C(C2=O)C(=O)OCC)CC (Ethyl 2-(4-acetyl-1-piperazinyl)-5,8-dihydro-8-ethyl-5-oxopyrido[2,3 -d]pyrimidine-6-carboxylate), C(C)(=O)O (acetic acid). The solvent is aqueous solution, [OH-].[Na+] (sodium hydroxide). Isolated yield 84.6%. Product: C(C)N1C=C(C(C2=C1N=C(N=C2)N2CCNCC2)=O)C(=O)O (5,8-Dihydro-8-ethyl-2-(1-piperazinyl)-5-oxopyrido-[2,3-d]pyrimidine-6-carboxylic acid). Procedure details: Ethyl 2-(4-acetyl-1-piperazinyl)-5,8-dihydro-8-ethyl-5-oxopyrido[2,3 -d]pyrimidine-6-carboxylate (1.6 g) was dissolved in 30 ml of a 10% aqueous solution of sodium hydroxide by heating at 90° - 95°C for one hour. Neutralization of the reaction mixture with acetic acid under cooling yielded a crude solid, which was recrystallized from dimethylformamide to give 1.1 g of the product as a pure state.